describe an organic reaction: reactants, conditions, products, and yield From a dataset of the Open Reaction Database (ORD), a public repository of structured organic reaction records. Starting materials: O=C([O-])[O-], CI, CN(C)C=O, O=Cc1ccccc1C(=O)O, [K+], [K+]. Reaction SMILES: [C:12](=[O:13])([O-:14])[O-:15].[CH3:18][I:19].[CH3:20][N:21]([CH3:22])[CH:23]=[O:24].[CH:1](=[O:2])[c:3]1[cH:4][cH:5][cH:6][cH:7][c:8]1[C:9]([OH:10])=[O:11].[K+:16].[K+:17]>>[CH:1](=[O:2])[c:3]1[cH:4][cH:5][cH:6][cH:7][c:8]1[C:9]([O:10][CH3:12])=[O:11]. The product is COC(=O)c1ccccc1C=O. Starting materials: C(C1=CC=CC=C1)OC1=C2OC=3C=C(C=CC3C(C2=CC=C1)=O)Cl (5-benzyloxy-3-chloroxanthone), [H-].[Na+] (sodium hydride), CO (methanol), CN(C=O)C (dimethylformamide). The solvent is O (water). Run at time 24 hour. Yields the product C(C1=CC=CC=C1)OC1=C2OC=3C=C(C=CC3C(C2=CC=C1)=O)OC (5-benzyloxy-3-methoxyxanthone). Reaction SMILES: [CH2:1]([O:8][C:9]1[CH:22]=[CH:21][CH:20]=[C:19]2[C:10]=1[O:11][C:12]1[CH:13]=[C:14](Cl)[CH:15]=[CH:16][C:17]=1[C:18]2=[O:23])[C:2]1[CH:7]=[CH:6][CH:5]=[CH:4][CH:3]=1.[H-].[Na+].CO.CN(C)[CH:31]=[O:32]>O>[CH2:1]([O:8][C:9]1[CH:22]=[CH:21][CH:20]=[C:19]2[C:10]=1[O:11][C:12]1[CH:13]=[C:14]([O:32][CH3:31])[CH:15]=[CH:16][C:17]=1[C:18]2=[O:23])[C:2]1[CH:7]=[CH:6][CH:5]=[CH:4][CH:3]=1 |f:1.2|. Procedure details: A mixture of 5-benzyloxy-3-chloroxanthone (8.5 g.), sodium hydride (3 g.), methanol (20 ml.) and dimethylformamide (100 ml.) is stirred at room temperature for 24 hours. The mixture is poured into water and the precipitate is filtered. The residue is recrystallised from isopropanol to give 5-benzyloxy-3-methoxyxanthone, m.p. 158° C. Starting materials: C(C1=CC=CC=C1)NC1=CC=CC(=N1)C1=NN(C2=NC(=NC=C21)NCCN2CCCCC2)COCC[Si](C)(C)C ([3-(6-benzylamino-pyridin-2-yl)-1-(2-trimethylsilanyl-ethoxymethyl)-1H-pyrazolo[3,4-d]pyrimidin-6-yl]-(2-piperidin-1-yl-ethyl)-amine), C(F)(F)(F)C(=O)O (CF3CO2H). The solvent is ClCCl (dichloromethane). Reaction conditions: time 3 hour. Yields the product C(C1=CC=CC=C1)NC1=CC=CC(=N1)C1=NNC2=NC(=NC=C21)NCCN2CCCCC2 ([3-(6-benzylamino-pyridin-2-yl)-1H-pyrazolo[3,4-d]pyrimidin-6-yl]-(2-piperidin-1-yl-ethyl)-amine). Reaction SMILES: [CH2:1]([NH:8][C:9]1[N:14]=[C:13]([C:15]2[C:23]3[C:18](=[N:19][C:20]([NH:24][CH2:25][CH2:26][N:27]4[CH2:32][CH2:31][CH2:30][CH2:29][CH2:28]4)=[N:21][CH:22]=3)[N:17](COCC[Si](C)(C)C)[N:16]=2)[CH:12]=[CH:11][CH:10]=1)[C:2]1[CH:7]=[CH:6][CH:5]=[CH:4][CH:3]=1.C(C(O)=O)(F)(F)F>ClCCl>[CH2:1]([NH:8][C:9]1[N:14]=[C:13]([C:15]2[C:23]3[C:18](=[N:19][C:20]([NH:24][CH2:25][CH2:26][N:27]4[CH2:32][CH2:31][CH2:30][CH2:29][CH2:28]4)=[N:21][CH:22]=3)[NH:17][N:16]=2)[CH:12]=[CH:11][CH:10]=1)[C:2]1[CH:3]=[CH:4][CH:5]=[CH:6][CH:7]=1. Reported procedure: To a mixture of [3-(6-benzylamino-pyridin-2-yl)-1-(2-trimethylsilanyl-ethoxymethyl)-1H-pyrazolo[3,4-d]pyrimidin-6-yl]-(2-piperidin-1-yl-ethyl)-amine (133 mg, 0.24 mmol) in dichloromethane (2 mL) was added CF3CO2H (3 mL). This mixture was stirred at room temperature for 3 hours. The reaction was quenched by adding saturated aqueous NaHCO3 to pH about 9, and then extracted with dichloromethane (3×20 mL). The combined organic phase was dried over anhydrous MgSO4, filtered and concentrated under red... The reactants are COC(=O)c1cc([N+](=O)[O-])c(C#N)cc1F, CC(=O)O, [Fe]. Product: COC(=O)c1cc(N)c(C#N)cc1F. As a reaction SMILES: [C:1](#[N:2])[c:3]1[cH:4][c:5]([F:16])[c:6]([C:7](=[O:8])[O:9][CH3:10])[cH:11][c:12]1[N+:13]([O-:14])=[O:15].[CH3:17][C:18](=[O:19])[OH:20].[Fe:21]>>[C:1](#[N:2])[c:3]1[cH:4][c:5]([F:16])[c:6]([C:7](=[O:8])[O:9][CH3:10])[cH:11][c:12]1[NH2:13]. Reactants: FC(F)(F)c1cccc(CBr)n1, COc1ccc(C(=O)c2c[nH]c3ccccc3c2=O)cc1F, O. The product is COc1ccc(C(=O)c2cn(Cc3cccc(C(F)(F)F)n3)c3ccccc3c2=O)cc1F. As a reaction SMILES: [Br:23][CH2:24][c:25]1[n:26][c:27]([C:31]([F:32])([F:33])[F:34])[cH:28][cH:29][cH:30]1.[F:1][c:2]1[cH:3][c:4]([C:5](=[O:6])[c:7]2[cH:8][nH:9][c:10]3[cH:11][cH:12][cH:13][cH:14][c:15]3[c:16]2=[O:17])[cH:18][cH:19][c:20]1[O:21][CH3:22].[OH2:35]>>[F:1][c:2]1[cH:3][c:4]([C:5](=[O:6])[c:7]2[cH:8][n:9]([CH2:24][c:25]3[n:26][c:27]([C:31]([F:32])([F:33])[F:34])[cH:28][cH:29][cH:30]3)[c:10]3[cH:11][cH:12][cH:13][cH:14][c:15]3[c:16]2=[O:17])[cH:18][cH:19][c:20]1[O:21][CH3:22]. Reactants: Cc1c(Cl)cnn(C(C)(C)C)c1=O, CCO, [Na+], O, [SH-]. The product is Cc1c(S)cnn(C(C)(C)C)c1=O. As a reaction SMILES: [C:4]([CH3:5])([CH3:6])([CH3:7])[n:8]1[n:9][cH:10][c:11]([Cl:16])[c:12]([CH3:15])[c:13]1=[O:14].[CH3:1][CH2:2][OH:3].[Na+:18].[OH2:19].[SH-:17]>>[C:4]([CH3:5])([CH3:6])([CH3:7])[n:8]1[n:9][cH:10][c:11]([SH:17])[c:12]([CH3:15])[c:13]1=[O:14]. The reactants are C1CCOC1, CCCCC1CC(C(=O)OC)C1, CC(C)NC(C)C, COC(=O)Cl, [Li]. Yields the product CCCCC1CC(C(=O)OC)(C(=O)OC)C1. RXN SMILES: [CH2:26]1[O:27][CH2:28][CH2:29][CH2:30]1.[CH3:1][O:2][C:3](=[O:4])[CH:5]1[CH2:6][CH:7]([CH2:9][CH2:10][CH2:11][CH3:12])[CH2:8]1.[CH:13]([NH:14][CH:15]([CH3:16])[CH3:17])([CH3:18])[CH3:19].[Cl:21][C:22](=[O:23])[O:24][CH3:25].[Li:20]>>[CH3:1][O:2][C:3](=[O:4])[C:5]1([C:22](=[O:23])[O:24][CH3:25])[CH2:6][CH:7]([CH2:9][CH2:10][CH2:11][CH3:12])[CH2:8]1. Reactants: CN(C)CCN, CCOC(C)=O, O=C=Nc1cccc(Cl)c1Cl, ClCCl, CC(C)(C)c1cc(N)c(-c2ccncc2)o1. The product is CC(C)(C)c1cc(NC(=O)Nc2cccc(Cl)c2Cl)c(-c2ccncc2)o1. As a reaction SMILES: [CH3:28][N:29]([CH3:30])[CH2:31][CH2:32][NH2:33].[CH3:37][CH2:38][O:39][C:40]([CH3:41])=[O:42].[Cl:17][c:18]1[c:19]([N:25]=[C:26]=[O:27])[cH:20][cH:21][cH:22][c:23]1[Cl:24].[Cl:34][CH2:35][Cl:36].[NH2:1][c:2]1[c:3](-[c:11]2[cH:12][cH:13][n:14][cH:15][cH:16]2)[o:4][c:5]([C:7]([CH3:8])([CH3:9])[CH3:10])[cH:6]1>>[NH:1]([c:2]1[c:3](-[c:11]2[cH:12][cH:13][n:14][cH:15][cH:16]2)[o:4][c:5]([C:7]([CH3:8])([CH3:9])[CH3:10])[cH:6]1)[C:26]([NH:25][c:19]1[c:18]([Cl:17])[c:23]([Cl:24])[cH:22][cH:21][cH:20]1)=[O:27]. Yields the product C1(CC1)C=1C=CC(=NC1OCC1CC1)C(=O)N1CC(CC1)(C(F)(F)F)CO ([5-Cyclopropyl-6-(cyclopropylmethoxy)pyridin-2-yl]-[3-(hydroxymethyl)-3-(trifluoromethyl)pyrrolidin-1-yl]methanone). Reported procedure: In analogy to the procedure described in Example 127 e), 5-cyclopropyl-6-cyclopropylmethoxy-pyridine-2-carboxylic acid (Example 3 c, 20 mg, 85.7 μmol) was reacted with (3-(trifluoromethyl)pyrrolidin-3-yl)methanol hydrochloride (CAN 1260812-78-9, 21.2 mg, 103 μmol) to obtain the title compound (12 mg, 36%) as colorless liquid, MS (EI): m/e=385.3 [MH+]. The reactants are C1(CC1)C=1C=CC(=NC1OCC1CC1)C(=O)O (5-cyclopropyl-6-cyclopropylmethoxy-pyridine-2-carboxylic acid), Cl.FC(C1(CNCC1)CO)(F)F ((3-(trifluoromethyl)pyrrolidin-3-yl)methanol hydrochloride). The yield is 36.4%. Reaction SMILES: [CH:1]1([C:4]2[CH:5]=[CH:6][C:7]([C:15]([OH:17])=O)=[N:8][C:9]=2[O:10][CH2:11][CH:12]2[CH2:14][CH2:13]2)[CH2:3][CH2:2]1.Cl.[F:19][C:20]([F:29])([F:28])[C:21]1([CH2:26][OH:27])[CH2:25][CH2:24][NH:23][CH2:22]1>>[CH:1]1([C:4]2[CH:5]=[CH:6][C:7]([C:15]([N:23]3[CH2:24][CH2:25][C:21]([CH2:26][OH:27])([C:20]([F:28])([F:29])[F:19])[CH2:22]3)=[O:17])=[N:8][C:9]=2[O:10][CH2:11][CH:12]2[CH2:13][CH2:14]2)[CH2:2][CH2:3]1 |f:1.2|. Starting materials: Cl (hydrochloric acid), C1(=CC=C(C=C1)S(=O)[O-])C.[Na+] (sodium p-toluenesulfinate), CN(C1=CC=C(C=O)C=C1)C (p-dimethylaminobenzaldehyde), C(C)N1C(=CC2=CC=CC=C12)C (1-ethyl-2-methylindole), N(CCO)(CCO)CCO (triethanolamine). Run in C(C)O (ethyl alcohol). Run at temperature 5 celsius. Product: CN(C1=CC=C(C=C1)C=1C(=C(C=CC1C)S(=O)(=O)C)C1=C(N(C2=CC=CC=C12)CC)C)C ([(4-dimethylaminophenyl)(1-ethyl-2-methyl-3-indolyl)(4-methylphenylsulfonyl)]methane). Isolated yield 83.6%. Reaction SMILES: Cl.[C:2]1([CH3:11])[CH:7]=[CH:6][C:5]([S:8]([O-:10])=[O:9])=[CH:4][CH:3]=1.[Na+].[CH3:13][N:14]([CH3:23])[C:15]1[CH:22]=[CH:21][C:18](C=O)=[CH:17][CH:16]=1.[CH2:24]([N:26]1[C:34]2[C:29](=[CH:30][CH:31]=[CH:32][CH:33]=2)[CH:28]=[C:27]1[CH3:35])[CH3:25].N(CCO)(CCO)[CH2:37]CO>C(O)C>[CH3:23][N:14]([CH3:13])[C:15]1[CH:16]=[CH:17][C:18]([C:3]2[C:4]([C:28]3[C:29]4[C:34](=[CH:33][CH:32]=[CH:31][CH:30]=4)[N:26]([CH2:24][CH3:25])[C:27]=3[CH3:35])=[C:5]([S:8]([CH3:37])(=[O:10])=[O:9])[CH:6]=[CH:7][C:2]=2[CH3:11])=[CH:21][CH:22]=1 |f:1.2|. Procedure details: To a stirred mixture of 175.0 ml of ethyl alcohol, 27.5 ml of concentrated hydrochloric acid, 30.4 g (0.15 mole) of 86.4 percent sodium p-toluenesulfinate and 18.5 g (0.125 mole) of p-dimethylaminobenzaldehyde chilled to approximately 5° C., there was slowly added 19.5 g (0.113 mole) of 91.2 percent 1-ethyl-2-methylindole. The resulting mixture was stirred for approximately three and one half hours at ambient temperature, during which period the color changed from blue to yellow. The pH of the m...